Task: describe an organic reaction: reactants, conditions, products, and yield. Dataset: the Open Reaction Database (ORD), a public repository of structured organic reaction records Starting materials: BrCCCOc1cccc(Br)c1, O=C([O-])[O-], CCCCCCCCCCCCCCCCCCOc1cc(O)cc(N(CC(=O)OC)CC(=O)OC)c1, CC(C)=O, [I-], [K+], [K+], [Na+], CN(C)C=O. The product is CCCCCCCCCCCCCCCCCCOc1cc(OCCCOc2cccc(Br)c2)cc(N(CC(=O)OC)CC(=O)OC)c1. RXN SMILES: [Br:38][CH2:39][CH2:40][CH2:41][O:42][c:43]1[cH:44][c:45]([Br:49])[cH:46][cH:47][cH:48]1.[C:50](=[O:51])([O-:52])[O-:53].[CH3:1][O:2][C:3]([CH2:4][N:5]([c:6]1[cH:7][c:8]([OH:31])[cH:9][c:10]([O:12][CH2:13][CH2:14][CH2:15][CH2:16][CH2:17][CH2:18][CH2:19][CH2:20][CH2:21][CH2:22][CH2:23][CH2:24][CH2:25][CH2:26][CH2:27][CH2:28][CH2:29][CH3:30])[cH:11]1)[CH2:32][C:33](=[O:34])[O:35][CH3:36])=[O:37].[CH3:58][C:59](=[O:60])[CH3:61].[I-:57].[K+:54].[K+:55].[Na+:56].[O:62]=[CH:63][N:64]([CH3:65])[CH3:66]>>[CH3:1][O:2][C:3]([CH2:4][N:5]([c:6]1[cH:7][c:8]([O:31][CH2:39][CH2:40][CH2:41][O:42][c:43]2[cH:44][c:45]([Br:49])[cH:46][cH:47][cH:48]2)[cH:9][c:10]([O:12][CH2:13][CH2:14][CH2:15][CH2:16][CH2:17][CH2:18][CH2:19][CH2:20][CH2:21][CH2:22][CH2:23][CH2:24][CH2:25][CH2:26][CH2:27][CH2:28][CH2:29][CH3:30])[cH:11]1)[CH2:32][C:33](=[O:34])[O:35][CH3:36])=[O:37]. Reactants: Br, O=C([O-])O, CCc1c(F)cnc2ccc(OC)nc12, CC(=O)O, [Na+], O. Yields the product CCc1c(F)cnc2ccc(=O)[nH]c12. Reaction SMILES: [BrH:16].[C:17](=[O:18])([O-:19])[OH:20].[CH2:1]([CH3:2])[c:3]1[c:4]([F:15])[cH:5][n:6][c:7]2[cH:8][cH:9][c:10]([O:13][CH3:14])[n:11][c:12]12.[CH3:22][C:23](=[O:24])[OH:25].[Na+:21].[OH2:26]>>[CH2:1]([CH3:2])[c:3]1[c:4]([F:15])[cH:5][n:6][c:7]2[cH:8][cH:9][c:10](=[O:13])[nH:11][c:12]12. Reactants: COS(=O)(=O)OC, Cc1ccccc1, Oc1cc(-c2ccc(Cl)cc2F)n[nH]1, Cl, N. Product: Cn1nc(-c2ccc(Cl)cc2F)cc1O. Reaction SMILES: [CH3:15][O:16][S:17]([O:18][CH3:19])(=[O:20])=[O:21].[CH3:24][c:25]1[cH:26][cH:27][cH:28][cH:29][cH:30]1.[Cl:1][c:2]1[cH:3][c:4]([F:14])[c:5](-[c:8]2[n:9][nH:10][c:11]([OH:13])[cH:12]2)[cH:6][cH:7]1.[ClH:23].[NH3:22]>>[Cl:1][c:2]1[cH:3][c:4]([F:14])[c:5](-[c:8]2[n:9][n:10]([CH3:15])[c:11]([OH:13])[cH:12]2)[cH:6][cH:7]1.